describe an organic reaction: reactants, conditions, products, and yield From a dataset of the Open Reaction Database (ORD), a public repository of structured organic reaction records. The reactants are CC(C)(C)OC(=O)N1CCN(c2ccc(C#N)cc2)CC1, CO, Cc1ccccc1, O. Product: CC(C)(C)OC(=O)N1CCNCC1. As a reaction SMILES: [C:1]([c:2]1[cH:3][cH:4][c:5]([N:9]2[CH2:10][CH2:11][N:12]([C:15](=[O:16])[O:17][C:18]([CH3:19])([CH3:20])[CH3:21])[CH2:13][CH2:14]2)[cH:6][cH:7]1)#[N:8].[CH3:22][OH:23].[CH3:25][c:26]1[cH:27][cH:28][cH:29][cH:30][cH:31]1.[OH2:24]>>[NH:9]1[CH2:10][CH2:11][N:12]([C:15](=[O:16])[O:17][C:18]([CH3:19])([CH3:20])[CH3:21])[CH2:13][CH2:14]1. Reaction SMILES: [CH3:15][O:16][C:17]([CH3:18])([N:19]([CH3:20])[CH3:21])[O:22][CH3:23].[CH3:1][c:2]1[c:3]([C:12]([CH3:13])=[O:14])[cH:4][c:5]([CH3:11])[c:6]([N+:8](=[O:9])[O-:10])[cH:7]1>>[CH3:1][c:2]1[c:3]([C:12]([CH:13]=[C:17]([CH3:18])[N:19]([CH3:20])[CH3:21])=[O:14])[cH:4][c:5]([CH3:11])[c:6]([N+:8](=[O:9])[O-:10])[cH:7]1. Reactants: COC(C)(OC)N(C)C, CC(=O)c1cc(C)c([N+](=O)[O-])cc1C. Yields the product CC(=CC(=O)c1cc(C)c([N+](=O)[O-])cc1C)N(C)C. The reactants are Cl (HCl), CN1C=CC2=NC(=C(C=C21)C2CCOCC2)[C@H](C)NC(OC(C)(C)C)=O ((S)-tert-butyl (1-(1-methyl-6-(tetrahydro-2H-pyran-4-yl)-1H-pyrrolo[3,2-b]pyridin-5-yl)ethyl)carbamate), Cl (HCl). Solvent: O1CCOCC1 (dioxane), O1CCOCC1 (1,4-dioxane). Conditions: temperature 23 celsius, time 30 minute. Yields the product Cl (HCl), CN1C=CC2=NC(=C(C=C21)C2CCOCC2)[C@H](C)N ((S)-1-(1-Methyl-6-(tetrahydro-2H-pyran-4-yl)-1H-pyrrolo[3,2-b]pyridin-5-yl)ethanamine). Isolated yield 100.0%. RXN SMILES: [CH3:1][N:2]1[C:10]2[C:5](=[N:6][C:7]([C@@H:17]([NH:19]C(=O)OC(C)(C)C)[CH3:18])=[C:8]([CH:11]3[CH2:16][CH2:15][O:14][CH2:13][CH2:12]3)[CH:9]=2)[CH:4]=[CH:3]1.[ClH:27]>O1CCOCC1>[ClH:27].[CH3:1][N:2]1[C:10]2[C:5](=[N:6][C:7]([C@@H:17]([NH2:19])[CH3:18])=[C:8]([CH:11]3[CH2:16][CH2:15][O:14][CH2:13][CH2:12]3)[CH:9]=2)[CH:4]=[CH:3]1. Procedure: To a solution of (S)-tert-butyl (1-(1-methyl-6-(tetrahydro-2H-pyran-4-yl)-1H-pyrrolo[3,2-b]pyridin-5-yl)ethyl)carbamate (515 mg, 1.361 mmol) in dioxane (5 mL) was added 4.0 M HCl in 1,4-dioxane (3.40 mL, 13.6 mmol) at 23° C. The mixture was stirred for 30 minutes at 23° C. Additional 4.0 M HCl (3.40 mL, 13.6 mmol) was added at 23° C. and the mixture was stirred for 1.5 hours. The reaction mixture was concentrated via rotary evaporation, re-suspended in Et2O (5 mL), filtered, and rinsed with Et2O... Starting materials: O (water), BrCCCCC1=CC=CC=C1 (1-bromo-4-phenylbutane), OC1=CC=C(C=C1)CCNC(=O)C1N(C(SC1)C=1C=NC=CC1)C(=O)OC(C)(C)C (N-[2-(p-hydroxyphenyl)ethyl]-3-tert-butoxycarbonyl-2(3-pyridyl)thiazolidine-4-carboxamide), C([O-])([O-])=O.[K+].[K+] (potassium carbonate). Run in CN(C=O)C (N,N-dimethylformamide), CN(C=O)C (N,N-dimethylformamide). Run at temperature 80 celsius, time 3 day. Product: C1(=CC=CC=C1)CCCCOC1=CC=C(C=C1)CCNC(=O)C1N(C(SC1)C=1C=NC=CC1)C(=O)OC(C)(C)C (N-[2-[p-(4-phenylbutoxy)phenyl]ethyl]-3-tert-butoxycarbonyl-2-(3-pyridyl)thiazolidine-4-carboxamide). Yield: 51.0%. RXN SMILES: Br[CH2:2][CH2:3][CH2:4][CH2:5][C:6]1[CH:11]=[CH:10][CH:9]=[CH:8][CH:7]=1.[OH:12][C:13]1[CH:18]=[CH:17][C:16]([CH2:19][CH2:20][NH:21][C:22]([CH:24]2[CH2:28][S:27][CH:26]([C:29]3[CH:30]=[N:31][CH:32]=[CH:33][CH:34]=3)[N:25]2[C:35]([O:37][C:38]([CH3:41])([CH3:40])[CH3:39])=[O:36])=[O:23])=[CH:15][CH:14]=1.C(=O)([O-])[O-].[K+].[K+].O>CN(C)C=O>[C:6]1([CH2:5][CH2:4][CH2:3][CH2:2][O:12][C:13]2[CH:18]=[CH:17][C:16]([CH2:19][CH2:20][NH:21][C:22]([CH:24]3[CH2:28][S:27][CH:26]([C:29]4[CH:30]=[N:31][CH:32]=[CH:33][CH:34]=4)[N:25]3[C:35]([O:37][C:38]([CH3:41])([CH3:40])[CH3:39])=[O:36])=[O:23])=[CH:15][CH:14]=2)[CH:11]=[CH:10][CH:9]=[CH:8][CH:7]=1 |f:2.3.4|. Procedure: A solution of 280 mg of 1-bromo-4-phenylbutane in 5 ml of N,N-dimethylformamide was added to a mixture of 540 mg of N-[2-(p-hydroxyphenyl)ethyl]-3-tert-butoxycarbonyl-2(3-pyridyl)thiazolidine-4-carboxamide, 180 mg of potassium carbonate and 10 ml of N,N-dimethylformamide at room temperature. The mixture was stirred at 80° C. for 3 days. After cooling, 20 ml of water was added to the reaction mixture, and the organic matter was extracted with ethyl acetate. The organic layer was washed in sequenc... Starting materials: O1CCOCC1 (dioxane), Cl (hydrogen chloride), [Si](C)(C)(C(C)(C)C)OCCN1C([C@H](CC1)NC(OC(C)(C)C)=O)=O ((S)-tert-Butyl 1-(2-(tert-butyldimethylsilyloxy)ethyl)-2-oxopyrrolidin-3-ylcarbamate). Conditions: time 8 hour. Yields the product Cl.N[C@@H]1C(N(CC1)CCO)=O ((S)-3-amino-1-(2-hydroxyethyl)pyrrolidin-2-one hydrochloride). Yield: 100.0%. RXN SMILES: [Si]([O:8][CH2:9][CH2:10][N:11]1[CH2:15][CH2:14][C@H:13]([NH:16]C(=O)OC(C)(C)C)[C:12]1=[O:24])(C(C)(C)C)(C)C.O1CCOCC1.[ClH:31]>>[ClH:31].[NH2:16][C@H:13]1[CH2:14][CH2:15][N:11]([CH2:10][CH2:9][OH:8])[C:12]1=[O:24] |f:3.4|. Procedure: (S)-tert-Butyl 1-(2-(tert-butyldimethylsilyloxy)ethyl)-2-oxopyrrolidin-3-ylcarbamate prepared according to Example 11; 200 mg, 0.558 mmol) was dissolved in 4M hydrogen chloride in dioxane (2.8 mL, 11.2 mmol), and the reaction mixture was allowed to stir at ambient temperature overnight. The reaction mixture was concentrated to yield (S)-3-amino-1-(2-hydroxyethyl)pyrrolidin-2-one hydrochloride (101 mg, 100%) which was taken on to the next step without further purification.